Dataset: the Open Reaction Database (ORD), a public repository of structured organic reaction records. Task: describe an organic reaction: reactants, conditions, products, and yield RXN SMILES: Cl.C(OC(=O)[C@H](CCCC(C(OCC1C=CC=CC=1)=O)N)N)C.[CH2:24]([O:26][C:27]([C@@H:29]([NH:45][CH:46]([C:48]([N:50]1[CH2:57][CH2:56][CH2:55][C@H:51]1[C:52]([OH:54])=[O:53])=[O:49])[CH3:47])[CH2:30][CH2:31][CH2:32][CH2:33][NH:34]C(OCC1C=CC=CC=1)=O)=[O:28])[CH3:25]>O>[CH2:24]([O:26][C:27]([C@@H:29]([NH:45][CH:46]([C:48]([N:50]1[CH2:57][CH2:56][CH2:55][C@H:51]1[C:52]([OH:54])=[O:53])=[O:49])[CH3:47])[CH2:30][CH2:31][CH2:32][CH2:33][NH2:34])=[O:28])[CH3:25] |f:0.1|. Run at time 4 hour. The solvent is O (water). Yields the product C(C)OC(=O)[C@H](CCCCN)NC(C)C(=O)N1[C@H](C(=O)O)CCC1 (N-(1(S)-ethoxycarbonyl-5-aminopentyl)-D,L-alanyl-L-proline). Reported procedure: A solution of ε-benzyloxycarbonyl-L-lysine ethyl ester hydrochloride (2.94 g.) in water (10 ml.) is made basic with 15 ml. of saturated aqueous potassium bicarbonate and extracted with CH2Cl2. The extract is dried over MgSO4 and concentrated to dryness. The residue, ε-Benzyl oxycarbonyl-L-lysine ethyl ester, is dissolved in THF (20 ml.) and pyruvoylproline (555 mg.) and powdered No. 4A molecular sieves (1.0 g.) are added. The mixture is stirred at room temperature for 4 hours. Sodium cyanoborohy... The reactants are Cl.C(C)OC([C@@H](N)CCCC(N)C(=O)OCC1=CC=CC=C1)=O (ε-benzyloxycarbonyl-L-lysine ethyl ester hydrochloride), C(C)OC(=O)[C@H](CCCCNC(=O)OCC1=CC=CC=C1)NC(C)C(=O)N1[C@H](C(=O)O)CCC1 (N-(1(S)-ethoxycarbonyl-5-benzyloxycarbonylaminopentyl)-D,L-alanyl-L-proline). The reactants are BrC1=CC=C2C=C(C=NC2=C1)OC (7-bromo-3-methoxyquinoline), C([O-])([O-])=O.[K+].[K+] (potassium carbonate), BrC1=CC(=C(C=C1)C(C(=O)OC)N1CCC2(CN(C(CO2)=O)C2CC2)CC1)F (methyl 2-(4-bromo-2-fluorophenyl)-2-(4-cyclopropyl-3-oxo-1-oxa-4,9-diazaspiro[5.5]undecan-9-yl)acetate), CC1(OB(OC1(C)C)B1OC(C(O1)(C)C)(C)C)C (4,4,4′,4′,5,5,5′,5′-octamethyl-2,2′-bi(1,3,2-dioxaborolane)), C(C)(=O)[O-].[K+] (potassium acetate). The reagents and catalysts are C1=CC=C(C=C1)P([C-]2C=CC=C2)C3=CC=CC=C3.C1=CC=C(C=C1)P([C-]2C=CC=C2)C3=CC=CC=C3.Cl[Pd]Cl.[Fe+2].C(Cl)Cl (PdCl2(dppf) CH2Cl2), C1=CC=C(C=C1)P([C-]2C=CC=C2)C3=CC=CC=C3.C1=CC=C(C=C1)P([C-]2C=CC=C2)C3=CC=CC=C3.Cl[Pd]Cl.[Fe+2].C(Cl)Cl (PdCl2(dppf) CH2Cl2). The solvent is O1CCOCC1 (1,4-dioxane). Reaction conditions: temperature 80 celsius, time 8 hour. Yields the product C1(CC1)N1C(COC2(C1)CCN(CC2)C(C(=O)OC)C2=C(C=C(C=C2)C2=CC=C1C=C(C=NC1=C2)OC)F)=O ((+)-methyl 2-(4-cyclopropyl-3-oxo-1-oxa-4,9-diazaspiro[5.5]undecan-9-yl)-2-(2-fluoro-4-(3-methoxyquinolin-7-yl)phenyl)acetate). Yield: 28.1%. As a reaction SMILES: Br[C:2]1[CH:7]=[CH:6][C:5]([CH:8]([N:13]2[CH2:27][CH2:26][C:16]3([O:21][CH2:20][C:19](=[O:22])[N:18]([CH:23]4[CH2:25][CH2:24]4)[CH2:17]3)[CH2:15][CH2:14]2)[C:9]([O:11][CH3:12])=[O:10])=[C:4]([F:28])[CH:3]=1.CC1(C)C(C)(C)OB(B2OC(C)(C)C(C)(C)O2)O1.C([O-])(=O)C.[K+].Br[C:53]1[CH:62]=[C:61]2[C:56]([CH:57]=[C:58]([O:63][CH3:64])[CH:59]=[N:60]2)=[CH:55][CH:54]=1.C(=O)([O-])[O-].[K+].[K+]>O1CCOCC1.C1C=CC(P(C2C=CC=CC=2)[C-]2C=CC=C2)=CC=1.C1C=CC(P(C2C=CC=CC=2)[C-]2C=CC=C2)=CC=1.Cl[Pd]Cl.[Fe+2].C(Cl)Cl>[CH:23]1([N:18]2[CH2:17][C:16]3([CH2:26][CH2:27][N:13]([CH:8]([C:5]4[CH:6]=[CH:7][C:2]([C:53]5[CH:62]=[C:61]6[C:56]([CH:57]=[C:58]([O:63][CH3:64])[CH:59]=[N:60]6)=[CH:55][CH:54]=5)=[CH:3][C:4]=4[F:28])[C:9]([O:11][CH3:12])=[O:10])[CH2:14][CH2:15]3)[O:21][CH2:20][C:19]2=[O:22])[CH2:25][CH2:24]1 |f:2.3,5.6.7,9.10.11.12.13|. Reported procedure: A solution of methyl 2-(4-bromo-2-fluorophenyl)-2-(4-cyclopropyl-3-oxo-1-oxa-4,9-diazaspiro[5.5]undecan-9-yl)acetate (0.626 mmol) in 1,4-dioxane (2.5 mL) was treated with 4,4,4′,4′,5,5,5′,5′-octamethyl-2,2′-bi(1,3,2-dioxaborolane) (0.751 mmol), potassium acetate (0.939 mmol), and PdCl2(dppf)-CH2Cl2 adduct (0.031 mmol). The reaction vessel was purged with nitrogen and sealed, and the mixture stirred in an oil bath at 80° C. overnight. The reaction mixture was cooled to room temperature and was tr... Starting materials: [F-].[NH4+] (ammonium fluoride), FC(S(=O)(=O)OC=1C=C2CCCC(C2=CC1)=O)(F)F (3,4-Dihydro-6-trifluoromethylsulfonyloxy-1(2H)-naphthalenone), 1-cyclohexenyltributyltin, [Cl-].[Li+] (lithium chloride), [Cl-] (chloride). Run in C(C)(=O)OCC (ethyl acetate), CN(C=O)C (N,N-dimethylformamide). Conditions: temperature 120 celsius, time 4 hour. Product: C1(=CCCCC1)C=1C=C2CCCC(C2=CC1)=O (3,4-Dihydro-6-(1-cyclohexenyl)-1(2H)-naphthalenone). Yield: 113.9%. Reaction SMILES: FC(F)(F)S(O[C:7]1[CH:8]=[C:9]2[C:14](=[CH:15][CH:16]=1)[C:13](=[O:17])[CH2:12][CH2:11][CH2:10]2)(=O)=O.[Cl-].[Li+].[Cl-].[F-].[NH4+]>CN(C)C=O.C(OCC)(=O)C>[C:7]1([C:7]2[CH:8]=[C:9]3[C:14](=[CH:15][CH:16]=2)[C:13](=[O:17])[CH2:12][CH2:11][CH2:10]3)[CH2:8][CH2:9][CH2:14][CH2:15][CH:16]=1 |f:1.2,4.5|. Reported procedure: 3,4-Dihydro-6-trifluoromethylsulfonyloxy-1(2H)-naphthalenone (5.30 g, 18.0 mmol) was dissolved in 50 ml of N,N-dimethylformamide in an argon atmosphere, and 8.69 g (23.4 mmol) of 1-cyclohexenyltributyltin, 2.28 g (54.0 mmol) of lithium chloride and 0.63 g (0.90 mmol) of bistriphenylphosphinepalladium chloride were added to the solution. The mixture was stirred at 120° C. for 4 hours. The reaction product was cooled to room temperature, and ethyl acetate and a 2M-ammonium fluoride aqueous solutio... The reactants are CC(C)(C)[Si](C)(C)OCCc1csc(C=O)c1, CC(C)(C)[Si](C)(C)OCCc1ccsc1C=O, CC(=O)O[BH-](OC(C)=O)OC(C)=O, CC(=O)O, CN1CCCC1=O, CC(C)c1nc(C(=O)N2CCOC3(CCNCC3)C2)cs1, O=C(O)C(F)(F)F, [Na+], O. Product: CC(C)c1nc(C(=O)N2CCOC3(CCN(Cc4cc(CCO[Si](C)(C)C(C)(C)C)cs4)CC3)C2)cs1. As a reaction SMILES: [C:29]([CH3:30])([CH3:31])([CH3:32])[Si:33]([O:34][CH2:35][CH2:36][c:37]1[cH:38][c:39]([CH:42]=[O:43])[s:40][cH:41]1)([CH3:44])[CH3:45].[C:46]([Si:47]([CH3:48])([CH3:49])[O:50][CH2:51][CH2:52][c:53]1[cH:54][cH:55][s:56][c:57]1[CH:58]=[O:59])([CH3:60])([CH3:61])[CH3:62].[C:63]([O:64][BH-:65]([O:66][C:67](=[O:68])[CH3:69])[O:70][C:71](=[O:72])[CH3:73])(=[O:74])[CH3:75].[C:85]([OH:86])(=[O:87])[CH3:88].[CH3:77][N:78]1[CH2:79][CH2:80][CH2:81][C:82]1=[O:83].[CH:8]([CH3:9])([CH3:10])[c:11]1[s:12][cH:13][c:14]([C:16](=[O:17])[N:18]2[CH2:19][CH2:20][O:21][C:22]3([CH2:23]2)[CH2:24][CH2:25][NH:26][CH2:27][CH2:28]3)[n:15]1.[F:1][C:2]([F:3])([F:4])[C:5]([OH:6])=[O:7].[Na+:76].[OH2:84]>>[CH:8]([CH3:9])([CH3:10])[c:11]1[s:12][cH:13][c:14]([C:16](=[O:17])[N:18]2[CH2:19][CH2:20][O:21][C:22]3([CH2:23]2)[CH2:24][CH2:25][N:26]([CH2:42][c:39]2[cH:38][c:37]([CH2:36][CH2:35][O:34][Si:33]([C:29]([CH3:30])([CH3:31])[CH3:32])([CH3:44])[CH3:45])[cH:41][s:40]2)[CH2:27][CH2:28]3)[n:15]1. The reactants are CC(C)(C)c1ccc(OS(C)(=O)=O)c(C(C)(C)C)c1, CO, O=CO, [Cl-], [Li+], O, [Pd]. Yields the product CC(C)(C)c1cccc(C(C)(C)C)c1. Reaction SMILES: [CH3:1][S:2]([O:3][c:6]1[c:7]([C:16]([CH3:17])([CH3:18])[CH3:19])[cH:8][c:9]([C:12]([CH3:13])([CH3:14])[CH3:15])[cH:10][cH:11]1)(=[O:4])=[O:5].[CH3:25][OH:26].[CH:20]([OH:21])=[O:22].[Cl-:24].[Li+:23].[OH2:28].[Pd:27]>>[cH:6]1[c:7]([C:16]([CH3:17])([CH3:18])[CH3:19])[cH:8][c:9]([C:12]([CH3:13])([CH3:14])[CH3:15])[cH:10][cH:11]1. Reactants: OC1(C(=C(C2=CC=CC=C12)C1=CC2=C(C=C1)OCO2)C(=O)OCC)C2=C(C=CC=C2)OC (ethyl (1RS)-1-hydroxy-1-(2-methoxyphenyl)-3-(3,4-methylenedioxyphenyl)indene-2-carboxylate), C(C)[SiH](CC)CC (triethylsilane), COC1=C(C=CC=C1)C1C(C(C2=CC=CC=C12)C1=CC2=C(C=C1)OCO2)C(=O)OCC (Ethyl (RS)-1-(2-Methoxyphenyl)-3-(3,4-methylenedioxyphenyl)indane-2-carboxylate), B(F)(F)F.CCOCC (boron trifluoride etherate), Cl (HCl). Run in C(Cl)Cl (CH2Cl2). Reaction conditions: time 10 minute. Product: COC1=C(C=CC=C1)C1C(C(C2=CC=CC=C12)C1=CC2=C(C=C1)OCO2)C(=O)O (1-(2-Methoxyphenyl)-3-(3,4-methylenedioxyphenyl)indane-2-carboxylic acid). Yield: 96.0%. RXN SMILES: [CH3:1][O:2][C:3]1[CH:8]=[CH:7][CH:6]=[CH:5][C:4]=1[CH:9]1[C:17]2[C:12](=[CH:13][CH:14]=[CH:15][CH:16]=2)[CH:11]([C:18]2[CH:23]=[CH:22][C:21]3[O:24][CH2:25][O:26][C:20]=3[CH:19]=2)[CH:10]1[C:27]([O:29]CC)=[O:28].OC1(C2C=CC=CC=2OC)C2C(=CC=CC=2)C(C2C=CC3OCOC=3C=2)=C1C(OCC)=O.C([SiH](CC)CC)C.B(F)(F)F.CCOCC.Cl>C(Cl)Cl>[CH3:1][O:2][C:3]1[CH:8]=[CH:7][CH:6]=[CH:5][C:4]=1[CH:9]1[C:17]2[C:12](=[CH:13][CH:14]=[CH:15][CH:16]=2)[CH:11]([C:18]2[CH:23]=[CH:22][C:21]3[O:24][CH2:25][O:26][C:20]=3[CH:19]=2)[CH:10]1[C:27]([OH:29])=[O:28] |f:3.4|. Reported procedure: Ethyl (RS)-1-(2-Methoxyphenyl)-3-(3,4-methylenedioxyphenyl)indane-2-carboxylate. To a solution of ethyl (1RS)-1-hydroxy-1-(2-methoxyphenyl)-3-(3,4-methylenedioxyphenyl)indene-2-carboxylate (100 mg, 0.23 mmol) in CH2Cl2 (5 ml) was added triethylsilane (32 mg, 0.28 mmol), followed by boron trifluoride etherate (0.13 ml, 1.05 mmol). The reaction mixture was allowed to warm to room temperature and stirred for 10 min, at which time was added slowly 3M HCl. The mixture was extracted with EtOAc. The or...